Dataset: the Open Reaction Database (ORD), a public repository of structured organic reaction records. Task: describe an organic reaction: reactants, conditions, products, and yield Starting materials: C(C)(C)(C)OC(=O)NC(C)C=1C(=C(C(=C(C1)Cl)C)C1CN(C1)C(=O)OCC1=CC=CC=C1)OC (Benzyl 3-(3-{1-[(tert-butoxycarbonyl)amino]ethyl}-5-chloro-2-methoxy-6-methylphenyl)azetidine-1-carboxylate), Cl (HCl), O1CCOCC1 (dioxane). The solvent is C(Cl)Cl (methylene chloride). Yields the product NC(C)C=1C(=C(C(=C(C1)Cl)C)C1CN(C1)C(=O)OCC1=CC=CC=C1)OC (benzyl 3-{3-[1-aminoethyl]-5-chloro-2-methoxy-6-methylphenyl}azetidine-1-carboxylate), Cl (HCl). As a reaction SMILES: C(OC([NH:8][CH:9]([C:11]1[C:12]([O:33][CH3:34])=[C:13]([CH:19]2[CH2:22][N:21]([C:23]([O:25][CH2:26][C:27]3[CH:32]=[CH:31][CH:30]=[CH:29][CH:28]=3)=[O:24])[CH2:20]2)[C:14]([CH3:18])=[C:15]([Cl:17])[CH:16]=1)[CH3:10])=O)(C)(C)C.[ClH:35].O1CCOCC1>C(Cl)Cl>[NH2:8][CH:9]([C:11]1[C:12]([O:33][CH3:34])=[C:13]([CH:19]2[CH2:22][N:21]([C:23]([O:25][CH2:26][C:27]3[CH:32]=[CH:31][CH:30]=[CH:29][CH:28]=3)=[O:24])[CH2:20]2)[C:14]([CH3:18])=[C:15]([Cl:17])[CH:16]=1)[CH3:10].[ClH:35]. Procedure details: Benzyl 3-(3-{1-[(tert-butoxycarbonyl)amino]ethyl}-5-chloro-2-methoxy-6-methylphenyl)azetidine-1-carboxylate (0.45 g, 0.92 mmol, from Example 170, Step 3, chiral intermediate) and was treated with 4.0 M HCl in dioxane (2 mL, 8 mmol) in methylene chloride (6 mL) at room temperature for 2 hours. The reaction mixture was then stripped to dryness to give benzyl 3-{3-[1-aminoethyl]-5-chloro-2-methoxy-6-methylphenyl}azetidine-1-carboxylate as a HCl salt. LCMS calculated for C21H26ClN2O3 (M+H)+: m/z=389... Conditions: temperature 0 celsius, time 8 hour. Procedure: Dissolve 3-(4-bromo-2-chloro-benzyl)-1-(cis-4-hydroxy-cyclohexyl)-pyrrolidin-2-one (Example 134) (0.20 g, 0.52 mmol) in THF (10 mL) and cool to 0° C. Add NaH (0.062 g, 1.55 mmol, 60% wt.) and stir the reaction mixture for 1 hour at 0° C. Then add Mel (0.11 g, 0.78 mmol) and continue to stir the reaction mixture overnight until LC-MS shows the starting material has gone. Add water (10 mL) and extract the aqueous layer with EtOAc (3×50 mL). Combine the organic layers and dry with Na2SO4, filter, c... Isolated yield 83.0%. Reactants: BrC1=CC(=C(CC2C(N(CC2)[C@@H]2CC[C@@H](CC2)O)=O)C=C1)Cl (3-(4-Bromo-2-chloro-benzyl)-1-(cis-4-hydroxy-cyclohexyl)-pyrrolidin-2-one), C1CCOC1 (THF), [H-].[Na+] (NaH). Reaction SMILES: [Br:1][C:2]1[CH:21]=[CH:20][C:5]([CH2:6][CH:7]2[CH2:11][CH2:10][N:9]([C@H:12]3[CH2:17][CH2:16][C@@H:15]([OH:18])[CH2:14][CH2:13]3)[C:8]2=[O:19])=[C:4]([Cl:22])[CH:3]=1.[H-].[Na+].[CH2:25]1COCC1>>[Br:1][C:2]1[CH:21]=[CH:20][C:5]([CH2:6][CH:7]2[CH2:11][CH2:10][N:9]([C@H:12]3[CH2:13][CH2:14][C@@H:15]([O:18][CH3:25])[CH2:16][CH2:17]3)[C:8]2=[O:19])=[C:4]([Cl:22])[CH:3]=1 |f:1.2|. The product is BrC1=CC(=C(CC2C(N(CC2)[C@@H]2CC[C@@H](CC2)OC)=O)C=C1)Cl (3-(4-Bromo-2-chlorobenzyl)-1-(cis-4-methoxycyclohexyl)pyrrolidin-2-one). Reactants: Cl (hydrochloric acid), BrC[C@@H]1CC[C@H](CC1)CCCCC (bromo-trans-4-pentylcyclohexylmethane), C([O-])([O-])=O.[K+].[K+] (potassium carbonate), C(CCC)C1(OC2=C(C(=CC=C2CC1)F)F)O (2-butyl-7,8-difluorochroman-2-ol). Run in CN(C)C=O (DMF). Yields the product C(CCC)C1OC2=C(C(=C(C=C2CC1)OC[C@@H]1CC[C@H](CC1)CCCCC)F)F (2-butyl-7,8-difluoro-6-(trans-4-pentylcyclohexylmethoxy)chroman). Yield: 25.5%. RXN SMILES: [CH2:1]([C:5]1(O)[CH2:14][CH2:13][C:12]2[C:7](=[C:8]([F:16])[C:9]([F:15])=[CH:10][CH:11]=2)[O:6]1)[CH2:2][CH2:3][CH3:4].Br[CH2:19][C@H:20]1[CH2:25][CH2:24][C@H:23]([CH2:26][CH2:27][CH2:28][CH2:29][CH3:30])[CH2:22][CH2:21]1.C(=O)([O-])[O-:32].[K+].[K+].Cl>CN(C=O)C>[CH2:1]([CH:5]1[CH2:14][CH2:13][C:12]2[C:7](=[C:8]([F:16])[C:9]([F:15])=[C:10]([O:32][CH2:19][C@H:20]3[CH2:25][CH2:24][C@H:23]([CH2:26][CH2:27][CH2:28][CH2:29][CH3:30])[CH2:22][CH2:21]3)[CH:11]=2)[O:6]1)[CH2:2][CH2:3][CH3:4] |f:2.3.4|. Reported procedure: To 20.5 g of 2-butyl-7,8-difluorochroman-2-ol which was dissolved in 70 mL of DMF, 25.1 g bromo-trans-4-pentylcyclohexylmethane and 11.7 g of anhydrous potassium carbonate were added, and heated to reflux for 1 hour. After the reaction solution was poured into 10% hydrochloric acid, and stirred for a while, the solution was extracted with toluene. An organic layer was washed using 10% hydrochloric acid twice, water, a 5% sodium hydroxide aqueous solution twice, water, a saturated sodium hydrogen... Reactants: C1COCCN1, CC(C)=O, O=C(O)c1cc(Cl)ccc1[N+](=O)[O-], O=S(Cl)Cl. Product: O=C(c1cc(Cl)ccc1[N+](=O)[O-])N1CCOCC1. Reaction SMILES: [CH2:14]1[CH2:15][O:16][CH2:17][CH2:18][NH:19]1.[CH3:24][C:25](=[O:26])[CH3:27].[N+:1](=[O:2])([O-:3])[c:4]1[c:5]([C:6](=[O:7])[OH:8])[cH:9][c:10]([Cl:13])[cH:11][cH:12]1.[S:20]([Cl:21])([Cl:22])=[O:23]>>[N+:1](=[O:2])([O-:3])[c:4]1[c:5]([C:6](=[O:8])[N:19]2[CH2:14][CH2:15][O:16][CH2:17][CH2:18]2)[cH:9][c:10]([Cl:13])[cH:11][cH:12]1. Starting materials: ClC=1C=C(C=CC1)S(=O)(=O)NC=1C=CC=C2C=CNC12 (3-chloro-N-(1H-indole-7-yl)benzenesulfonamide), Cl (hydrochloric acid), P(=O)(Cl)(Cl)Cl (phosphorous oxychloride), CN(C=O)C (dimethylformamide), [OH-].[Na+] (sodium hydroxide). Run in O (water). Yields the product ClC=1C=C(C=CC1)S(=O)(=O)NC=1C=CC=C2C(=CNC12)C=O (3-Chloro-N-(3-formyl-1H-indole-7-yl)benzenesulfonamide). As a reaction SMILES: P(Cl)(Cl)(Cl)=O.[Cl:6][C:7]1[CH:8]=[C:9]([S:13]([NH:16][C:17]2[CH:18]=[CH:19][CH:20]=[C:21]3[C:25]=2[NH:24][CH:23]=[CH:22]3)(=[O:15])=[O:14])[CH:10]=[CH:11][CH:12]=1.[OH-].[Na+].Cl.CN(C)[CH:31]=[O:32]>O>[Cl:6][C:7]1[CH:8]=[C:9]([S:13]([NH:16][C:17]2[CH:18]=[CH:19][CH:20]=[C:21]3[C:25]=2[NH:24][CH:23]=[C:22]3[CH:31]=[O:32])(=[O:14])=[O:15])[CH:10]=[CH:11][CH:12]=1 |f:2.3|. Reported procedure: 1.3 ml (13.9 mmol) of phosphorous oxychloride was added dropwise to 14.5 ml of dimethylformamide at 10° C. or less under stirring in nitrogen atmosphere. After stirring at about 5° C. for 30 minutes, 2.50 g (8.15 mmol) of 3-chloro-N-(1H-indole-7-yl)benzenesulfonamide synthesized in the same manner as in Example 1 was added thereto in three portions. After stirring at about 5° C. for further 30 minutes, 200 ml of cooled water was added thereto. The reaction mixture was adjusted to pH about 14 by ... The reactants are OC1=NC=C(N=C1OC)OC (2-hydroxy-3,5-dimethoxypyrazine), P(=O)(Cl)(Cl)Cl (phosphorus oxychloride). Yields the product ClC1=NC=C(N=C1OC)OC (2-chloro-3,5-dimethoxypyrazine). Reaction SMILES: O[C:2]1[C:7]([O:8][CH3:9])=[N:6][C:5]([O:10][CH3:11])=[CH:4][N:3]=1.P(Cl)(Cl)([Cl:14])=O>>[Cl:14][C:2]1[C:7]([O:8][CH3:9])=[N:6][C:5]([O:10][CH3:11])=[CH:4][N:3]=1. Procedure: Treatment of the above-obtained 2-hydroxy-3,5-dimethoxypyrazine with phosphorus oxychloride by the method described in Preparation 13, Step B, gives 2-chloro-3,5-dimethoxypyrazine. Starting materials: COC(=O)CBr, CC(C)(C)OC(=O)Nc1cc[nH]c(=O)n1, CO, [H-], [H][H], [Na+], CN(C)C=O. Product: COC(=O)Cn1ccc(NC(=O)OC(C)(C)C)nc1=O. As a reaction SMILES: [Br:20][CH2:21][C:22](=[O:23])[O:24][CH3:25].[C:1]([CH3:2])([CH3:3])([CH3:4])[O:5][C:6](=[O:7])[NH:8][c:9]1[n:10][c:11](=[O:15])[nH:12][cH:13][cH:14]1.[CH3:31][OH:32].[H-:16].[H:18][H:19].[Na+:17].[O:26]=[CH:27][N:28]([CH3:29])[CH3:30]>>[C:1]([CH3:2])([CH3:3])([CH3:4])[O:5][C:6](=[O:7])[NH:8][c:9]1[n:10][c:11](=[O:15])[n:12]([CH2:21][C:22](=[O:23])[O:24][CH3:25])[cH:13][cH:14]1. Reactants: CC#N, CCN(C(C)C)C(C)C, Cl, O=C1CSC(=S)N1, NC1CC1c1ccccc1. The product is O=C1CSC(NC2CC2c2ccccc2)=N1. Reaction SMILES: [CH3:28][C:29]#[N:30].[CH:19]([N:20]([CH2:21][CH3:22])[CH:23]([CH3:24])[CH3:25])([CH3:26])[CH3:27].[ClH:1].[S:12]1[C:13](=[S:14])[NH:15][C:16](=[O:17])[CH2:18]1.[c:2]1([CH:8]2[CH:9]([NH2:11])[CH2:10]2)[cH:3][cH:4][cH:5][cH:6][cH:7]1>>[c:2]1([CH:8]2[CH:9]([NH:11][C:13]3=[N:15][C:16](=[O:17])[CH2:18][S:12]3)[CH2:10]2)[cH:3][cH:4][cH:5][cH:6][cH:7]1.